Dataset: the Open Reaction Database (ORD), a public repository of structured organic reaction records. Task: describe an organic reaction: reactants, conditions, products, and yield The reactants are NC=1C=C(C=CC1)/C=C/C1=NC(=CC=C1)CSCCCCC1=CC=C(C=C1)CCCC (2-[(E)-2-(3-aminophenyl)ethenyl]-6-[4-(4-butylphenyl)butylthio]methylpyridine), C(OC)COC (dimethoxyethane), C(CCC(=O)OCC)(=O)OCC (diethyl succinate), C(C)(=O)[O-].[Na+] (sodium acetate). Product: C(=O)(O)C(CC(=O)NC=1C=C(C=CC1)/C=C/C1=NC(=CC=C1)CSCCCCC1=CC=C(C=C1)CCCC)(CC)CC (2-[(E)-2-(3-(3 carboxy-3-ethylvalerylamino)phenyl)ethenyl]-6-[4-(4-butylphenyl) butylthio]methylpyridine). Reaction SMILES: [NH2:1][C:2]1[CH:3]=[C:4](/[CH:8]=[CH:9]/[C:10]2[CH:15]=[CH:14][CH:13]=[C:12]([CH2:16][S:17][CH2:18][CH2:19][CH2:20][CH2:21][C:22]3[CH:27]=[CH:26][C:25]([CH2:28][CH2:29][CH2:30][CH3:31])=[CH:24][CH:23]=3)[N:11]=2)[CH:5]=[CH:6][CH:7]=1.[C:32]([O:41]CC)(=O)[CH2:33][CH2:34][C:35]([O:37]CC)=[O:36].[C:44]([O-])(=O)[CH3:45].[Na+].[CH2:49]([CH2:52]OC)OC>>[C:35]([C:34]([CH2:44][CH3:45])([CH2:49][CH3:52])[CH2:33][C:32]([NH:1][C:2]1[CH:3]=[C:4](/[CH:8]=[CH:9]/[C:10]2[CH:15]=[CH:14][CH:13]=[C:12]([CH2:16][S:17][CH2:18][CH2:19][CH2:20][CH2:21][C:22]3[CH:27]=[CH:26][C:25]([CH2:28][CH2:29][CH2:30][CH3:31])=[CH:24][CH:23]=3)[N:11]=2)[CH:5]=[CH:6][CH:7]=1)=[O:41])([OH:37])=[O:36] |f:2.3|. Procedure details: By the use of 2.97 g of 2-[(E)-2-(3-aminophenyl)ethenyl]-6-[4-(4-butylphenyl)butylthio]methylpyridine, 1.6 g of anhydrous diethyl succinate, 0.85 g of sodium acetate and 10 ml of dimethoxyethane, the reaction was similarly carried out as Example 1(3). The obtained crystals were recrystallized from 50% an aqueous ethanol to give 2.4 g of 2-[(E)-2-(3-(3 carboxy-3-ethylvalerylamino)phenyl)ethenyl]-6-[4-(4-butylphenyl) butylthio]methylpyridine, melting at 150°-151° C. as white crystals. As a reaction SMILES: [B:22]([Br:23])([Br:24])[Br:25].[CH3:1][O:2][c:3]1[cH:4][cH:5][c:6]([C:9]2([CH3:21])[C:10](=[O:20])[NH:11][c:12]3[cH:13][cH:14][cH:15][cH:16][c:17]3[C:18]2=[O:19])[cH:7][cH:8]1.[CH3:26][CH2:27][CH2:28][CH2:29][CH2:30][CH3:31].[CH3:32][CH2:33][O:34][C:35]([CH3:36])=[O:37]>>[OH:2][c:3]1[cH:4][cH:5][c:6]([C:9]2([CH3:21])[C:10](=[O:20])[NH:11][c:12]3[cH:13][cH:14][cH:15][cH:16][c:17]3[C:18]2=[O:19])[cH:7][cH:8]1. Starting materials: BrB(Br)Br, COc1ccc(C2(C)C(=O)Nc3ccccc3C2=O)cc1, CCCCCC, CCOC(C)=O. Yields the product CC1(c2ccc(O)cc2)C(=O)Nc2ccccc2C1=O. The reactants are C(C)(C)(C)OC(=O)N1CCN(C2=CC=CC=C12)C1=CC=C(C=C1)N1CCN(CC1)S(=O)(=O)CCOC (4-{4-[4-(2-methoxyethanesulphonyl)piperazin-1-yl]phenyl}-3,4-dihydro-2H-quinoxaline-1-carboxylic acid tert-butyl ester), C(O)([O-])=O.[Na+] (sodium hydrogencarbonate), solution, Cl (HCl). The solvent is ClCCl (dichloromethane), ClCCl (dichloromethane), O1CCOCC1 (dioxane). Reaction conditions: time 5 minute. The product is COCCS(=O)(=O)N1CCN(CC1)C1=CC=C(C=C1)N1CCNC2=CC=CC=C12 (1-{4-[4-(2-methoxyethanesulphonyl)piperazin-1-yl]phenyl}-1,2,3,4-tetrahydro-quinoxaline). Yield: 87.2%. As a reaction SMILES: C(OC([N:8]1[C:17]2[C:12](=[CH:13][CH:14]=[CH:15][CH:16]=2)[N:11]([C:18]2[CH:23]=[CH:22][C:21]([N:24]3[CH2:29][CH2:28][N:27]([S:30]([CH2:33][CH2:34][O:35][CH3:36])(=[O:32])=[O:31])[CH2:26][CH2:25]3)=[CH:20][CH:19]=2)[CH2:10][CH2:9]1)=O)(C)(C)C.Cl.C(=O)([O-])O.[Na+]>ClCCl.O1CCOCC1>[CH3:36][O:35][CH2:34][CH2:33][S:30]([N:27]1[CH2:26][CH2:25][N:24]([C:21]2[CH:20]=[CH:19][C:18]([N:11]3[C:12]4[C:17](=[CH:16][CH:15]=[CH:14][CH:13]=4)[NH:8][CH2:9][CH2:10]3)=[CH:23][CH:22]=2)[CH2:29][CH2:28]1)(=[O:32])=[O:31] |f:2.3|. Reported procedure: 0.35 g of 4-{4-[4-(2-methoxyethanesulphonyl)piperazin-1-yl]phenyl}-3,4-dihydro-2H-quinoxaline-1-carboxylic acid tert-butyl ester is placed in 7 ml of dichloromethane. 2.5 ml of a 4N solution of HCl in dioxane are slowly added at 0° C. The mixture is stirred for 5 minutes under cold conditions and then the mixture is allowed to return to ambient temperature. The reaction mixture is stirred at ambient temperature for 18 h and is then diluted with dichloromethane. A saturated aqueous sodium hydroge... Reactants: P(Br)(Br)Br (phosphorous tribromide), N1CCOCC1 (morpholine), C(C)OC(=O)C=1N=CC=2NC3=CC=CC(=C3C2C1COC)CO (5-Hydroxymethyl-4-methoxymethyl-beta-carboline-3-carboxylic acid ethyl ester). Run in ClCCl (dichloromethane), C(C)O (ethanol), ClCCl (dichloromethane). Conditions: time 8 hour. Yields the product C(C)OC(=O)C=1N=CC=2NC3=CC=CC(=C3C2C1COC)CN1CCOCC1 (4-Methoxymethyl-5-(4-morpholinylmethyl)-beta-carboline-3-carboxylic acid ethyl ester). Reaction SMILES: [CH2:1]([O:3][C:4]([C:6]1[N:7]=[CH:8][C:9]2[NH:10][C:11]3[C:16]([C:17]=2[C:18]=1[CH2:19][O:20][CH3:21])=[C:15]([CH2:22]O)[CH:14]=[CH:13][CH:12]=3)=[O:5])[CH3:2].P(Br)(Br)Br.[NH:28]1[CH2:33][CH2:32][O:31][CH2:30][CH2:29]1>ClCCl.C(O)C>[CH2:1]([O:3][C:4]([C:6]1[N:7]=[CH:8][C:9]2[NH:10][C:11]3[C:16]([C:17]=2[C:18]=1[CH2:19][O:20][CH3:21])=[C:15]([CH2:22][N:28]1[CH2:33][CH2:32][O:31][CH2:30][CH2:29]1)[CH:14]=[CH:13][CH:12]=3)=[O:5])[CH3:2]. Procedure: 5-Hydroxymethyl-4-methoxymethyl-beta-carboline-3-carboxylic acid ethyl ester (0.20 g) is dissolved in dichloromethane (5 ml). A solution of phosphorous tribromide (0.17 g) in dichloromethane (3 ml) is added drop by drop with stirring. After three hours of stirring, the mixture is cooled to +10° C. and mixed with a solution of morpholine (1.0 ml) in ethanol (5 ml) drop by drop. After standing overnight the solvent is evaporated, the residue is chromatographed on silica gel with a mixture of dichl... RXN SMILES: [Br:1][C:2]1[C:11]2[C:6](=[CH:7][C:8]([C:12]([C:14]3[C:18]4[CH:19]=[CH:20][CH:21]=[CH:22][C:17]=4[O:16][C:15]=3[CH2:23][CH2:24][CH2:25][CH3:26])=[O:13])=[CH:9][CH:10]=2)[CH:5]=[CH:4][C:3]=1[OH:27].C[O:29][C:30](=[O:40])[CH:31]([CH2:33][C:34]1[CH:39]=[CH:38][CH:37]=[CH:36][CH:35]=1)O>>[Br:1][C:2]1[C:11]2[C:6](=[CH:7][C:8]([C:12]([C:14]3[C:18]4[CH:19]=[CH:20][CH:21]=[CH:22][C:17]=4[O:16][C:15]=3[CH2:23][CH2:24][CH2:25][CH3:26])=[O:13])=[CH:9][CH:10]=2)[CH:5]=[CH:4][C:3]=1[O:27][CH:31]([CH2:33][C:34]1[CH:39]=[CH:38][CH:37]=[CH:36][CH:35]=1)[C:30]([OH:40])=[O:29]. Procedure details: The title compound was prepared from 1-bromo-6-(2-butyl-benzofuran-3-carbonyl)-naphthalen-2-ol, and 3-phenyllactic methyl ester, in substantially the same manner, as described in Example 5, and was obtained as a white solid, mp 165-167° C.; MS m/e 570 (M+); The product is BrC1=C(C=CC2=CC(=CC=C12)C(=O)C1=C(OC2=C1C=CC=C2)CCCC)OC(C(=O)O)CC2=CC=CC=C2 (2-[1-Bromo-6-(2-butyl-benzofuran-3-carbonyl)-naphthalen-2-yloxy]-3-phenylpropionic acid). Starting materials: BrC1=C(C=CC2=CC(=CC=C12)C(=O)C1=C(OC2=C1C=CC=C2)CCCC)O (1-bromo-6-(2-butyl-benzofuran-3-carbonyl)-naphthalen-2-ol), COC(C(O)CC1=CC=CC=C1)=O (3-phenyllactic methyl ester). Starting materials: Cc1cnc(Br)c(N)c1, O=S(=O)(Cl)c1ccc(Cl)c(C(F)(F)F)c1, c1ccncc1. As a reaction SMILES: [Br:1][c:2]1[n:3][cH:4][c:5]([CH3:9])[cH:6][c:7]1[NH2:8].[Cl:10][c:11]1[c:12]([C:21]([F:22])([F:23])[F:24])[cH:13][c:14]([S:17](=[O:18])(=[O:19])[Cl:20])[cH:15][cH:16]1.[cH:25]1[cH:26][cH:27][n:28][cH:29][cH:30]1>>[Br:1][c:2]1[n:3][cH:4][c:5]([CH3:9])[cH:6][c:7]1[NH:8][S:17]([c:14]1[cH:13][c:12]([C:21]([F:22])([F:23])[F:24])[c:11]([Cl:10])[cH:16][cH:15]1)(=[O:18])=[O:19]. The product is Cc1cnc(Br)c(NS(=O)(=O)c2ccc(Cl)c(C(F)(F)F)c2)c1. Reactants: C=CC1CC1(NC(=O)C1CC(OC(=O)c2ccc([N+](=O)[O-])cc2)CN1)C(=O)OCC, C=CCCCCCNCc1ccc(OC)cc1, C1CCOC1, [Na+], O=C([O-])O. Product: C=CCCCCCN(Cc1ccc(OC)cc1)C(=O)N1CC(OC(=O)c2ccc([N+](=O)[O-])cc2)CC1C(=O)NC1(C(=O)OCC)CC1C=C. As a reaction SMILES: [CH2:1]([CH3:2])[O:3][C:4](=[O:5])[C:6]1([NH:11][C:12](=[O:13])[CH:14]2[CH2:15][CH:16]([O:19][C:20]([c:21]3[cH:22][cH:23][c:24]([N+:27](=[O:28])[O-:29])[cH:25][cH:26]3)=[O:30])[CH2:17][NH:18]2)[CH:7]([CH:9]=[CH2:10])[CH2:8]1.[CH2:36]([CH2:37][CH2:38][CH2:39][CH2:40][CH:41]=[CH2:42])[NH:43][CH2:44][c:45]1[cH:46][cH:47][c:48]([O:51][CH3:52])[cH:49][cH:50]1.[CH2:53]1[O:54][CH2:55][CH2:56][CH2:57]1.[Na+:35].[O-:31][C:32](=[O:33])[OH:34]>>[CH2:1]([CH3:2])[O:3][C:4](=[O:5])[C:6]1([NH:11][C:12](=[O:13])[CH:14]2[CH2:15][CH:16]([O:19][C:20]([c:21]3[cH:22][cH:23][c:24]([N+:27](=[O:28])[O-:29])[cH:25][cH:26]3)=[O:30])[CH2:17][N:18]2[C:32](=[O:34])[N:43]([CH2:36][CH2:37][CH2:38][CH2:39][CH2:40][CH:41]=[CH2:42])[CH2:44][c:45]2[cH:46][cH:47][c:48]([O:51][CH3:52])[cH:49][cH:50]2)[CH:7]([CH:9]=[CH2:10])[CH2:8]1. The reactants are COC1=C(C=O)C=CC=C1 (2-methoxy-benzaldehyde), [N+](=O)([O-])C (nitro methane), [OH-].[Na+] (NaOH). Solvent: C(C)O (ethanol). Conditions: temperature 0 celsius, time 1 hour. The product is COC1=C(C=CC=C1)C=C[N+](=O)[O-] (1-Methoxy-2-(2-nitro-vinyl)-benzene). Yield: 68.4%. As a reaction SMILES: [CH3:1][O:2][C:3]1[CH:10]=[CH:9][CH:8]=[CH:7][C:4]=1[CH:5]=O.[N+:11]([CH3:14])([O-:13])=[O:12].[OH-].[Na+]>C(O)C>[CH3:1][O:2][C:3]1[CH:10]=[CH:9][CH:8]=[CH:7][C:4]=1[CH:5]=[CH:14][N+:11]([O-:13])=[O:12] |f:2.3|. Reported procedure: Using the same reaction procedure and workup as described in Example 1, step 1, 2-methoxy-benzaldehyde (5 g, 36.7242 mmol) in ethanol (166 mL) was reacted with nitro methane (1.98 mL, 36.7242 mmol) and 10N NaOH (1.39 g, 34.9602 mmol). The resulting mixture was stirred at 0° C. for 1 hr to afford 4.5 g of the product (83.89% yield). RXN SMILES: [Cl:1][C:2]1[CH:3]=[C:4]([CH2:9][C:10]([N:12]([CH3:28])[C@H:13]2[C@H:22]([N:23]3[CH2:27][CH2:26][CH2:25][CH2:24]3)[CH2:21][CH2:20][C:15]3(OCC[O:16]3)[CH2:14]2)=[O:11])[CH:5]=[CH:6][C:7]=1[Cl:8].Cl>CC(C)=O>[ClH:1].[Cl:1][C:2]1[CH:3]=[C:4]([CH2:9][C:10]([N:12]([CH3:28])[C@@H:13]2[CH2:14][C:15](=[O:16])[CH2:20][CH2:21][C@H:22]2[N:23]2[CH2:24][CH2:25][CH2:26][CH2:27]2)=[O:11])[CH:5]=[CH:6][C:7]=1[Cl:8] |f:3.4|. The yield is 235841.7%. The solvent is CC(=O)C (acetone). Procedure: A mixture of trans-3,4-dichloro-N-methyl-N-[8-(1-pyrrolidinyl)-1,4-dioxaspiro[4.5]dec-7-yl]benzeneacetamide (4.5 g, 0.01 mmole) prepared by procedures described above, and 100 ml of 3 N HCl solution was stirred under N2 atmosphere while 150 ml of acetone was added. The mixture was stirred at 58° C. for one hour and cooled to room temperature. Removed the acetone in vacuo and neutralized the mixture by addition of solid NaHCO3 with intermittant cooling of the mixture in a dry ice-acetone bath. Ex... Conditions: temperature 58 celsius, time 1 hour. Starting materials: ClC=1C=C(C=CC1Cl)CC(=O)N([C@@H]1CC2(OCCO2)CC[C@H]1N1CCCC1)C (trans-3,4-dichloro-N-methyl-N-[8-(1-pyrrolidinyl)-1,4-dioxaspiro[4.5]dec-7-yl]benzeneacetamide), Cl (HCl). Product: Cl.ClC=1C=C(C=CC1Cl)CC(=O)N([C@H]1[C@@H](CCC(C1)=O)N1CCCC1)C (trans-3,4-Dichloro-N-methyl-N-[5-oxo-2-(1-pyrrolidinyl)cyclohexyl]benzeneacetamide hydrochloride).